Dataset: the Open Reaction Database (ORD), a public repository of structured organic reaction records. Task: describe an organic reaction: reactants, conditions, products, and yield The reactants are CN1C(=O)c2c(ncn2Cc2ccccc2)N2C1=NC1CCCC12, CCO. The product is CN1C(=O)c2[nH]cnc2N2C1=NC1CCCC12. RXN SMILES: [CH3:1][N:2]1[C:3]2=[N:21][CH:20]3[CH:19]([N:4]2[c:5]2[n:6][cH:7][n:8]([CH2:12][c:13]4[cH:14][cH:15][cH:16][cH:17][cH:18]4)[c:9]2[C:10]1=[O:11])[CH2:24][CH2:23][CH2:22]3.[CH3:25][CH2:26][OH:27]>>[CH3:1][N:2]1[C:3]2=[N:21][CH:20]3[CH:19]([N:4]2[c:5]2[n:6][cH:7][nH:8][c:9]2[C:10]1=[O:11])[CH2:24][CH2:23][CH2:22]3.